Dataset: the Open Reaction Database (ORD), a public repository of structured organic reaction records. Task: describe an organic reaction: reactants, conditions, products, and yield Isolated yield 68.0%. Procedure: Upon heating a solution of 7.6 g of 3-nitrobenzaldehyde and 15.9 g of 3-amino-3-ethoxyacrylic acid ethyl ester in 50 ml of isopropanol for 6 hours, 2-amino-4-(3-nitrophenyl)-6-ethoxy-4,5-dihydropyridine-3,5-dicarboxylic acid diethyl ester of melting point 129° (isopropanol) is obtained. Yield: 68% of theory. Solvent: C(C)(C)O (isopropanol), C(C)(C)O (isopropanol). The product is C(C)OC(=O)C1=C(N=C(C(C1C1=CC(=CC=C1)[N+](=O)[O-])C(=O)OCC)OCC)N (2-amino-4-(3-nitrophenyl)-6-ethoxy-4,5-dihydropyridine-3,5-dicarboxylic acid diethyl ester). RXN SMILES: [N+:1]([C:4]1[CH:5]=[C:6]([CH:9]=[CH:10][CH:11]=1)[CH:7]=O)([O-:3])=[O:2].[CH2:12]([O:14][C:15](=[O:22])[CH:16]=[C:17]([NH2:21])[O:18][CH2:19][CH3:20])[CH3:13]>C(O)(C)C>[CH2:12]([O:14][C:15]([C:16]1[CH:7]([C:6]2[CH:9]=[CH:10][CH:11]=[C:4]([N+:1]([O-:3])=[O:2])[CH:5]=2)[CH:16]([C:15]([O:14][CH2:12][CH3:13])=[O:22])[C:17]([O:18][CH2:19][CH3:20])=[N:21][C:17]=1[NH2:21])=[O:22])[CH3:13]. The reactants are [N+](=O)([O-])C=1C=C(C=O)C=CC1 (3-nitrobenzaldehyde), C(C)OC(C=C(OCC)N)=O (3-amino-3-ethoxyacrylic acid ethyl ester). The reactants are 5-diacylate, 5-diacylate, C1[C@H]([C@@H]2[C@H](O1)[C@H](CO2)O)O (isosorbide), isosorbide 2-acrylate, isosorbide-5, isosorbide-2, [N+](=O)(O)[O-] (nitric acid), isosorbide-2, isosorbide-5, isosorbide-2, 5-diacylate, isosorbide-2-acylate-5-nitrate, isosorbide-5-acylate-2-nitrate, isosorbide-2, anhydride, [Cl-] (chloride), [Br-] (bromide), C1[C@H]([C@@H]2[C@H](O1)[C@H](CO2)O)O (isosorbide). The solvent is isosorbide 2-nitrate, C(C)(=O)OC(C)=O (acetic acid anhydride). Product: C1[C@@H]([C@@H]2[C@H](O1)[C@@H](CO2)O[N+](=O)[O-])O (isosorbide-5-nitrate), C1[C@H]([C@@H]2[C@H](O1)[C@H](CO2)O)O (isosorbide). As a reaction SMILES: [CH2:1]1[O:5][C@@H:4]2[C@@H:6]([OH:9])[CH2:7][O:8][C@@H:3]2[C@@H:2]1[OH:10].[Cl-].[Br-].[N+:13]([O-])([OH:15])=[O:14]>C(OC(=O)C)(=O)C>[CH2:1]1[O:5][C@@H:4]2[C@H:6]([O:9][N+:13]([O-:15])=[O:14])[CH2:7][O:8][C@@H:3]2[C@H:2]1[OH:10].[CH2:1]1[O:5][C@@H:4]2[C@@H:6]([OH:9])[CH2:7][O:8][C@@H:3]2[C@@H:2]1[OH:10]. Procedure: Finally, German published patent application No. P 27 51 934 and the corresponding U.S. Pat. No. 4,065,488 describe a process wherein isosorbide in a first step is esterified by reaction with a lower alkanoic anhydride, chloride or bromide, in particular acetic acid anhydride, to yield a mixture of isosorbide, isosorbide-2-acrylate, isosorbide-5-acylate and isosorbide-2.5-diacylate. In a second step, isosorbide is extracted from this mixture in order to avoid formation of isosorbide-2.5-dinitrat... Reactants: C[C@@H]1CC[C@H]([C@@H](C1)O)C(=C)C (isopulegol), CC(C)=CCCC(C)CC=O (citronellal). Yields the product CC(CC=CC1=CC=C(C=C1)C(C)C)CCC=C(C)C (4,8-Dimethyl-1-(p-isopropylphenyl)-nona-1,7-diene). The yield is 82.0%. As a reaction SMILES: [CH3:1][C@H:2]1[CH2:7][C@@H:6](O)[C@H:5]([C:9]([CH3:11])=[CH2:10])[CH2:4][CH2:3]1.[CH3:12][C:13](=[CH:15][CH2:16][CH2:17][CH:18]([CH2:20][CH:21]=O)[CH3:19])[CH3:14]>>[CH3:19][CH:18]([CH2:17][CH2:16][CH:15]=[C:13]([CH3:14])[CH3:12])[CH2:20][CH:21]=[CH:1][C:2]1[CH:7]=[CH:6][C:5]([CH:9]([CH3:11])[CH3:10])=[CH:4][CH:3]=1. Reported procedure: To a stirred solution of sodium (21 g, 0.9 at) in 1500 ml of absolute ethanol was added 388 g of p-isopropylbenzyltriphenylphosphonium chloride. The resulting phosphorane solution was cooled to 15°-20° C. (The light orange color fades when the temperature is lowered-) Freshly vacuum distilled citronellal (150 g, 1 mol.) was added dropwise while keeping the reaction mixture at reflux for 4 hours. The cooled reaction mixture was filtered to remove sodium chloride, most of the alcohol was distilled... The reactants are C(C)(C)N(C(C)C)CC (N,N-diisopropylethylamine), CN1C(CNCC1)CCO (2-(1-methylpiperazin-2-yl)ethanol), FC1=CC(=C(C=C1)[N+](=O)[O-])OC(C)C (4-fluoro-1-nitro-2-(propan-2-yloxy)benzene). The solvent is C(C)#N (acetonitrile). Conditions: temperature 110 celsius. The product is CN1C(CN(CC1)C1=CC(=C(C=C1)[N+](=O)[O-])OC(C)C)CCO (2-{1-methyl-4-[4-nitro-3-(propan-2-yloxy)phenyl]piperazin-2-yl}ethanol). Isolated yield 70.8%. As a reaction SMILES: C(N(CC)C(C)C)(C)C.[CH3:10][N:11]1[CH2:16][CH2:15][NH:14][CH2:13][CH:12]1[CH2:17][CH2:18][OH:19].F[C:21]1[CH:26]=[CH:25][C:24]([N+:27]([O-:29])=[O:28])=[C:23]([O:30][CH:31]([CH3:33])[CH3:32])[CH:22]=1>C(#N)C>[CH3:10][N:11]1[CH2:16][CH2:15][N:14]([C:21]2[CH:26]=[CH:25][C:24]([N+:27]([O-:29])=[O:28])=[C:23]([O:30][CH:31]([CH3:33])[CH3:32])[CH:22]=2)[CH2:13][CH:12]1[CH2:17][CH2:18][OH:19]. Procedure: 974 mg of N,N-diisopropylethylamine and 724 mg of 2-(1-methylpiperazin-2-yl)ethanol are added to a suspension of 1 g of 4-fluoro-1-nitro-2-(propan-2-yloxy)benzene in 10 ml of acetonitrile. The reaction medium is microwave-heated at 110° C. for 6 hours and then concentrated to dryness under reduced pressure. Purification is carried out by flash chromatography on silica gel (40-63 microns), elution being carried out with a mixture of dichloromethane and methanol (100/0) to (90/10). 1.15 g of 2-{1-... Yields the product O=C1C(=O)c2ccc(Br)cc2C2=C1SCC1(CCN(CC(O)COc3ccc4cc(Br)ccc4c3)CC1)O2. RXN SMILES: [Br:1][c:2]1[cH:3][cH:4][c:5]2[c:19]([cH:20]1)[C:9]1=[C:8]([C:7](=[O:21])[C:6]2=[O:22])[S:13][CH2:12][C:11]2([O:10]1)[CH2:14][CH2:15][NH:16][CH2:17][CH2:18]2.[Br:23][c:24]1[cH:25][c:26]2[cH:27][cH:28][c:29]([O:34][CH2:35][CH:36]3[O:37][CH2:38]3)[cH:30][c:31]2[cH:32][cH:33]1>>[Br:1][c:2]1[cH:3][cH:4][c:5]2[c:19]([cH:20]1)[C:9]1=[C:8]([C:7](=[O:21])[C:6]2=[O:22])[S:13][CH2:12][C:11]2([O:10]1)[CH2:14][CH2:15][N:16]([CH2:38][CH:36]([CH2:35][O:34][c:29]1[cH:28][cH:27][c:26]3[cH:25][c:24]([Br:23])[cH:33][cH:32][c:31]3[cH:30]1)[OH:37])[CH2:17][CH2:18]2. The reactants are O=C1C(=O)c2ccc(Br)cc2C2=C1SCC1(CCNCC1)O2, Brc1ccc2cc(OCC3CO3)ccc2c1.